Dataset: the Open Reaction Database (ORD), a public repository of structured organic reaction records. Task: describe an organic reaction: reactants, conditions, products, and yield Reactants: [O-2].[Ca+2] (unslaked lime), P(O)(O)(O)=O (phosphoric acid), [O-2].[Ca+2] (calcium oxide). Product: P(=O)([O-])([O-])[O-].[Ca+2].P(=O)([O-])([O-])[O-].[Ca+2].[Ca+2] (calcium phosphate), [P] (phosphorus). RXN SMILES: [P:1](=[O:5])([OH:4])([OH:3])[OH:2].[O-2].[Ca+2:7]>>[P:1]([O-:5])([O-:4])([O-:3])=[O:2].[Ca+2:7].[P:1]([O-:5])([O-:4])([O-:3])=[O:2].[Ca+2:7].[Ca+2:7].[P:1] |f:1.2,3.4.5.6.7|. Procedure: Typically, the predetermined amounts of the aqueous solution of phosphoric acid, the calcium oxide containing product, e.g. the unslaked lime and the CMS are selected in a proportion to produce CMS-enriched calcium phosphate having a total phosphorus content of about 10-18% (mass/mass), a total calcium content of about 8,5-32,4% (mass/mass), and a Ca:P ratio (mass/mass) of between 1,8-1 and 0,85:1. The reactants are C(#N)C1=NNC2=CC(=CC=C12)C(=O)OC (methyl 3-cyano-1H-indazole-6-carboxylate), [OH-].[Li+] (lithium hydroxide). The solvent is CO (methanol), O1CCCC1 (tetrahydrofuran). Reaction conditions: temperature 50 celsius. Product: C(#N)C1=NNC2=CC(=CC=C12)C(=O)O (3-cyano-1H-indazole-6-carboxylic acid). Isolated yield 36.5%. RXN SMILES: [C:1]([C:3]1[C:11]2[C:6](=[CH:7][C:8]([C:12]([O:14]C)=[O:13])=[CH:9][CH:10]=2)[NH:5][N:4]=1)#[N:2].[OH-].[Li+]>CO.O1CCCC1>[C:1]([C:3]1[C:11]2[C:6](=[CH:7][C:8]([C:12]([OH:14])=[O:13])=[CH:9][CH:10]=2)[NH:5][N:4]=1)#[N:2] |f:1.2|. Reported procedure: To a solution of methyl 3-cyano-1H-indazole-6-carboxylate (1.47 g, 7.31 mmol) in methanol (36 mL) and tetrahydrofuran (20 mL) was added 2 N aqueous lithium hydroxide (16 mL, 32 mmol). The reaction was heated to 50° C. for 72 hours. The reaction was cooled to room temperature and concentrated. The residue was diluted with water and the pH was adjusted to 4 with 1 N aqueous hydrochloric acid. The resulting precipitate was filtered off, rinsed with water, and dried under vacuum to provide the title... The reactants are ClC1=NC(=NC(=C1)Cl)SC (4,6-Dichloro-2-(methylthio)pyrimidine), C(C)(C)NC(C)C (diisopropylamine), C(CCC)[Li] (n-butyl lithium), C(=O)=O (carbon dioxide). The product is ClC1=NC(=NC(=C1C(=O)O)Cl)SC (4,6-dichloro-2-(methylthio)pyrimidine-5-carboxylic acid). Reaction SMILES: [Cl:1][C:2]1[CH:7]=[C:6]([Cl:8])[N:5]=[C:4]([S:9][CH3:10])[N:3]=1.C(NC(C)C)(C)C.C([Li])CCC.[C:23](=[O:25])=[O:24]>>[Cl:1][C:2]1[C:7]([C:23]([OH:25])=[O:24])=[C:6]([Cl:8])[N:5]=[C:4]([S:9][CH3:10])[N:3]=1. Procedure: Methyl iodide can be added to a solution of 2-thioxo-dihydropyrimidine-4,6(1H,5H)-dione and aqueous sodium hydroxide to provide 2-(methylthio)pyrimidine-4,6-diol. The reaction is typically performed in a solvent such as but not limited to ethanol, and may require the use of heat. Addition of phosphorus oxychloride to 2-(methylthio)pyrimidine-4,6-diol will provide 4,6-dichloro-2-(methylthio)pyrimidine. The reaction is typically done at elevated temperature without an additional solvent. 4,6-Dichl...